This data is from the Open Reaction Database (ORD), a public repository of structured organic reaction records. The task is: describe an organic reaction: reactants, conditions, products, and yield The reactants are BrBr (bromine), NC1=CC=C(C#N)C=C1 (4-aminobenzonitrile), [S-]C#N.[K+] (potassium thiocyanate), C(C1=CC=CC=C1)#N (benzonitrile). Solvent: C(C)(=O)O (acetic acid), O (water), C(C)(=O)O (acetic acid). Conditions: temperature 16 celsius, time 16 hour. Yields the product NC=1SC2=C(N1)C=CC(=C2)CC#N ((2-Amino-1,3-benzothiazol-6-yl)methyl cyanide). RXN SMILES: [NH2:1][C:2]1[CH:9]=[CH:8][C:5]([C:6]#N)=[CH:4][CH:3]=1.[S-:10][C:11]#[N:12].[K+].BrBr.[C:16](#[N:23])C1C=CC=CC=1>C(O)(=O)C.O>[NH2:12][C:11]1[S:10][C:3]2[CH:4]=[C:5]([CH2:6][C:16]#[N:23])[CH:8]=[CH:9][C:2]=2[N:1]=1 |f:1.2|. Procedure: 2 grams of 4-aminobenzonitrile is dissolved in about 40 mL acetic acid and the solution is cooled to about 16° C. About 3.3 g of potassium thiocyanate is added and the flask is equipped with an addition funnel. The addition funnel is charged with about 2.7 g bromine and about 5 ml acetic acid. This dark solution is then added to the benzonitrile solution in a dropwise fashion under good agitation and allowed to stir for about 16 hours. The slurry is then drowned into water and filtered. The pres... Reactants: [BH4-], CN(C)c1cc(C(=O)CS(C)(=O)=O)cc(N(C)C)c1, CCO, [Na+]. Yields the product CN(C)c1cc(C(O)CS(C)(=O)=O)cc(N(C)C)c1. RXN SMILES: [BH4-:20].[CH3:1][N:2]([c:3]1[cH:4][c:5]([C:12]([CH2:13][S:14](=[O:15])(=[O:16])[CH3:17])=[O:18])[cH:6][c:7]([N:9]([CH3:10])[CH3:11])[cH:8]1)[CH3:19].[CH3:22][CH2:23][OH:24].[Na+:21]>>[CH3:1][N:2]([c:3]1[cH:4][c:5]([CH:12]([CH2:13][S:14](=[O:15])(=[O:16])[CH3:17])[OH:18])[cH:6][c:7]([N:9]([CH3:10])[CH3:11])[cH:8]1)[CH3:19]. Starting materials: Brc1c(OC2CCCCO2)ccc2c1cnn2C1CCCCO1, C[S-], CN(C)C=O, [Na+], O. Product: CSc1c(OC2CCCCO2)ccc2c1cnn2C1CCCCO1. As a reaction SMILES: [Br:4][c:5]1[c:6]2[cH:7][n:8][n:9]([CH:21]3[O:22][CH2:23][CH2:24][CH2:25][CH2:26]3)[c:10]2[cH:11][cH:12][c:13]1[O:14][CH:15]1[O:16][CH2:17][CH2:18][CH2:19][CH2:20]1.[CH3:1][S-:2].[CH3:28][N:29]([CH3:30])[CH:31]=[O:32].[Na+:3].[OH2:27]>>[CH3:1][S:2][c:5]1[c:6]2[cH:7][n:8][n:9]([CH:21]3[O:22][CH2:23][CH2:24][CH2:25][CH2:26]3)[c:10]2[cH:11][cH:12][c:13]1[O:14][CH:15]1[O:16][CH2:17][CH2:18][CH2:19][CH2:20]1. Reactants: CCc1[nH]c2cc([N+](=O)[O-])ccc2c1I, CCI, CCOC(C)=O, CN(C)C=O. Product: CCc1c(I)c2ccc([N+](=O)[O-])cc2n1CC. RXN SMILES: [CH2:1]([CH3:2])[c:3]1[nH:4][c:5]2[cH:6][c:7]([N+:13](=[O:14])[O-:15])[cH:8][cH:9][c:10]2[c:11]1[I:12].[CH2:21]([CH3:22])[I:23].[CH3:24][CH2:25][O:26][C:27](=[O:28])[CH3:29].[O:16]=[CH:17][N:18]([CH3:19])[CH3:20]>>[CH2:1]([CH3:2])[c:3]1[n:4]([CH2:21][CH3:22])[c:5]2[cH:6][c:7]([N+:13](=[O:14])[O-:15])[cH:8][cH:9][c:10]2[c:11]1[I:12]. Starting materials: CNC=1C=NC=CC1C1=C(C=CC=C1)C (N-methyl-4-o-tolylpyridin-3-amine), FC(C=1C=C(C(=O)O)C=C(N1)C(F)(F)F)(F)F (2,6-bis(trifluoromethyl)isonicotinic acid). The product is CN(C(C1=CC(=NC(=C1)C(F)(F)F)C(F)(F)F)=O)C=1C=NC=CC1C1=C(C=CC=C1)C (N-Methyl-N-(4-o-tolyl-pyridin-3-yl)-2,6-bis-trifluoromethyl-isonicotinamide). As a reaction SMILES: [CH3:1][NH:2][C:3]1[CH:4]=[N:5][CH:6]=[CH:7][C:8]=1[C:9]1[CH:14]=[CH:13][CH:12]=[CH:11][C:10]=1[CH3:15].[F:16][C:17]([F:32])([F:31])[C:18]1[CH:19]=[C:20]([CH:24]=[C:25]([C:27]([F:30])([F:29])[F:28])[N:26]=1)[C:21](O)=[O:22]>>[CH3:1][N:2]([C:3]1[CH:4]=[N:5][CH:6]=[CH:7][C:8]=1[C:9]1[CH:14]=[CH:13][CH:12]=[CH:11][C:10]=1[CH3:15])[C:21](=[O:22])[C:20]1[CH:24]=[C:25]([C:27]([F:28])([F:29])[F:30])[N:26]=[C:18]([C:17]([F:32])([F:16])[F:31])[CH:19]=1. Procedure: The title compound was prepared in analogy to example 90, from N-methyl-4-o-tolylpyridin-3-amine (example 1, intermediate a) and 2,6-bis(trifluoromethyl)isonicotinic acid (Key Organics Ltd.). The compound was purified by silica gel chromatography using a MPLC system (CombiFlash Companion, Isco Inc.) eluting with a gradient of CH2Cl2: EtOAc (100:0 to 70:30). Light yellow foam (61%). MS (ESI): m/z=440.118 [M+H]+. Reactants: CCOC(=O)C(C)(C)Cc1[nH]c2ccc(OC(Cc3ccc(Cl)cc3)C3CCCN3C(=O)OC(C)(C)C)cc2c1SC(C)(C)C, C1CCOC1, CO, [Li+], [OH-], O, O=C(O)CC(O)(CC(=O)O)C(=O)O. Product: CC(C)(C)OC(=O)N1CCCC1C(Cc1ccc(Cl)cc1)Oc1ccc2[nH]c(CC(C)(C)C(=O)O)c(SC(C)(C)C)c2c1. RXN SMILES: [C:1]([CH3:2])([CH3:3])([CH3:4])[O:5][C:6](=[O:7])[N:8]1[CH:9]([CH:13]([CH2:14][c:15]2[cH:16][cH:17][c:18]([Cl:21])[cH:19][cH:20]2)[O:22][c:23]2[cH:24][c:25]3[c:26]([S:41][C:42]([CH3:43])([CH3:44])[CH3:45])[c:27]([CH2:32][C:33]([CH3:34])([CH3:35])[C:36](=[O:37])[O:38][CH2:39][CH3:40])[nH:28][c:29]3[cH:30][cH:31]2)[CH2:10][CH2:11][CH2:12]1.[CH2:46]1[O:47][CH2:48][CH2:49][CH2:50]1.[CH3:66][OH:67].[Li+:51].[OH-:52].[OH2:68].[OH:53][C:54]([CH2:55][C:56]([C:57](=[O:58])[OH:59])([CH2:60][C:61](=[O:62])[OH:63])[OH:64])=[O:65]>>[C:1]([CH3:2])([CH3:3])([CH3:4])[O:5][C:6](=[O:7])[N:8]1[CH:9]([CH:13]([CH2:14][c:15]2[cH:16][cH:17][c:18]([Cl:21])[cH:19][cH:20]2)[O:22][c:23]2[cH:24][c:25]3[c:26]([S:41][C:42]([CH3:43])([CH3:44])[CH3:45])[c:27]([CH2:32][C:33]([CH3:34])([CH3:35])[C:36](=[O:37])[OH:38])[nH:28][c:29]3[cH:30][cH:31]2)[CH2:10][CH2:11][CH2:12]1. Starting materials: Cc1nc2c(C(=O)O)cccc2o1, CO, Cc1cccc(-c2sc(C)nc2C(=O)N2CC3CC(C)CC3C2CN)c1, [Na+], [OH-], O. Product: Cc1cccc(-c2sc(C)nc2C(=O)N2CC3CC(C)CC3C2CNC(=O)c2cccc3oc(C)nc23)c1. Reaction SMILES: [CH3:27][c:28]1[o:29][c:30]2[c:31]([n:32]1)[c:33]([C:37](=[O:38])[OH:39])[cH:34][cH:35][cH:36]2.[CH3:43][OH:44].[NH2:1][CH2:2][CH:3]1[CH:4]2[CH2:5][CH:6]([CH3:26])[CH2:7][CH:8]2[CH2:9][N:10]1[C:11](=[O:12])[c:13]1[n:14][c:15]([CH3:25])[s:16][c:17]1-[c:18]1[cH:19][c:20]([CH3:24])[cH:21][cH:22][cH:23]1.[Na+:41].[OH-:40].[OH2:42]>>[NH:1]([CH2:2][CH:3]1[CH:4]2[CH2:5][CH:6]([CH3:26])[CH2:7][CH:8]2[CH2:9][N:10]1[C:11](=[O:12])[c:13]1[n:14][c:15]([CH3:25])[s:16][c:17]1-[c:18]1[cH:19][c:20]([CH3:24])[cH:21][cH:22][cH:23]1)[C:37]([c:33]1[c:31]2[c:30]([o:29][c:28]([CH3:27])[n:32]2)[cH:36][cH:35][cH:34]1)=[O:38]. Reactants: S=C=NCC(=O)OC (Methyl N-(thioxomethylene)glycinate), S1C(=CC=C1)C(=O)NN (thiophene-2-carbohydrazide). Solvent: C(C)(C)O (isopropanol). Conditions: time 16 hour. Product: S1C(=CC=C1)C1=NNC(N1CC(=O)O)=S ([3-(2-Thienyl)-5-thioxo-1,5-dihydro-4H-1,2,4-triazol-4-yl]acetic acid). Reaction SMILES: [S:1]=[C:2]=[N:3][CH2:4][C:5]([O:7]C)=[O:6].[S:9]1[CH:13]=[CH:12][CH:11]=[C:10]1[C:14]([NH:16][NH2:17])=O>C(O)(C)C>[S:9]1[CH:13]=[CH:12][CH:11]=[C:10]1[C:14]1[N:3]([CH2:4][C:5]([OH:7])=[O:6])[C:2](=[S:1])[NH:17][N:16]=1. Procedure: Methyl N-(thioxomethylene)glycinate (2.06 g) and thiophene-2-carbohydrazide (2.57 g) in isopropanol (50 ml) was heated at 70° C. while stirring for 16 h. The mixture was allowed to come to r.t. and the formed precipitate collected and heated at reflux in 1.0 M aqueous NaHCO3 solution for 2 h. After cooling to r.t. and acidification with conc. HCl (aq.) the product was extracted into EA, which was washed with brine and then dried over MgSO4 before concentration to dryness to yield crude title com... Starting materials: O=Cc1ccccc1Br, Cc1ccccc1, CCO, CCOC(C)=O, [Na+], [Na+], O=C([O-])[O-], c1ccc(P(c2ccccc2)(c2ccccc2)[Pd](P(c2ccccc2)(c2ccccc2)c2ccccc2)(P(c2ccccc2)(c2ccccc2)c2ccccc2)P(c2ccccc2)(c2ccccc2)c2ccccc2)cc1, OB(O)c1ccsc1. Yields the product O=Cc1ccccc1-c1ccsc1. RXN SMILES: [Br:1][c:2]1[c:3]([CH:4]=[O:5])[cH:6][cH:7][cH:8][cH:9]1.[CH3:24][c:25]1[cH:26][cH:27][cH:28][cH:29][cH:30]1.[CH3:31][CH2:32][OH:33].[CH3:34][CH2:35][O:36][C:37](=[O:38])[CH3:39].[Na+:10].[Na+:11].[O-:12][C:13](=[O:14])[O-:15].[cH:40]1[cH:41][cH:42][c:43]([P:44]([Pd:45]([P:46]([c:47]2[cH:48][cH:49][cH:50][cH:51][cH:52]2)([c:53]2[cH:54][cH:55][cH:56][cH:57][cH:58]2)[c:59]2[cH:60][cH:61][cH:62][cH:63][cH:64]2)([P:65]([c:66]2[cH:67][cH:68][cH:69][cH:70][cH:71]2)([c:72]2[cH:73][cH:74][cH:75][cH:76][cH:77]2)[c:78]2[cH:79][cH:80][cH:81][cH:82][cH:83]2)[P:84]([c:85]2[cH:86][cH:87][cH:88][cH:89][cH:90]2)([c:91]2[cH:92][cH:93][cH:94][cH:95][cH:96]2)[c:97]2[cH:98][cH:99][cH:100][cH:101][cH:102]2)([c:103]2[cH:104][cH:105][cH:106][cH:107][cH:108]2)[c:109]2[cH:110][cH:111][cH:112][cH:113][cH:114]2)[cH:115][cH:116]1.[s:16]1[cH:17][c:18]([B:21]([OH:22])[OH:23])[cH:19][cH:20]1>>[c:2]1(-[c:18]2[cH:17][s:16][cH:20][cH:19]2)[c:3]([CH:4]=[O:5])[cH:6][cH:7][cH:8][cH:9]1. Starting materials: Cn1c(Nc2ccc(Oc3ncccc3Br)cc2)nc2ccccc21, COCCOC, [Na+], [Na+], O=C([O-])[O-], O, OB(O)c1cccnc1. Product: Cn1c(Nc2ccc(Oc3ncccc3-c3cccnc3)cc2)nc2ccccc21. As a reaction SMILES: [Br:1][c:2]1[c:3]([O:8][c:9]2[cH:10][cH:11][c:12]([NH:15][c:16]3[n:17][c:18]4[c:19]([n:20]3[CH3:21])[cH:22][cH:23][cH:24][cH:25]4)[cH:13][cH:14]2)[n:4][cH:5][cH:6][cH:7]1.[CH3:41][O:42][CH2:43][CH2:44][O:45][CH3:46].[Na+:35].[Na+:36].[O-:37][C:38](=[O:39])[O-:40].[OH2:47].[n:26]1[cH:27][c:28]([B:32]([OH:33])[OH:34])[cH:29][cH:30][cH:31]1>>[c:2]1(-[c:28]2[cH:27][n:26][cH:31][cH:30][cH:29]2)[c:3]([O:8][c:9]2[cH:10][cH:11][c:12]([NH:15][c:16]3[n:17][c:18]4[c:19]([n:20]3[CH3:21])[cH:22][cH:23][cH:24][cH:25]4)[cH:13][cH:14]2)[n:4][cH:5][cH:6][cH:7]1.